Dataset: the Open Reaction Database (ORD), a public repository of structured organic reaction records. Task: describe an organic reaction: reactants, conditions, products, and yield Reactants: OCCN1CCN(CC1)CC(=O)NC=1C(=NC(=CC1SC)C)SC (2-[4-(2-hydroxyethyl)piperazin-1-yl]-N-[2,4-bis(methylthio)-6-methylpyridin-3-yl]acetamide), SC=1OC2=C(N1)C(=C(C=C2C(C)C)Cl)C (2-mercapto-5-chloro-7-isopropyl-4-methylbenzoxazole), OCCN1CCN(CC1)CC(=O)NC=1C(=NC(=CC1N1CCOCC1)C)N1CCOCC1 (2-[4-(2-hydroxyethyl)piperazin-1-yl]-N-[2,4-bis(morpholino)-6-methylpyridin-3-yl]acetamide), SC=1NC2=C(N1)C=CC=C2 (2-mercaptobenzimidazole). The product is ClC=1C=C(C2=C(N=C(O2)SCCN2CCN(CC2)CC(=O)NC=2C(=NC(=CC2N2CCOCC2)C)N2CCOCC2)C1C)C(C)C (2-[4-[2-(5-chloro-7-isopropyl-4-methylbenzoxazol-2-ylthio)ethyl]piperazin-1-yl]-N-[2,4-bis(morpholino)-6-methylpyridin-3-yl]acetamide). As a reaction SMILES: OCCN1CCN(CC(NC2C(SC)=NC(C)=CC=2SC)=O)CC1.O[CH2:26][CH2:27][N:28]1[CH2:33][CH2:32][N:31]([CH2:34][C:35]([NH:37][C:38]2[C:39]([N:51]3[CH2:56][CH2:55][O:54][CH2:53][CH2:52]3)=[N:40][C:41]([CH3:50])=[CH:42][C:43]=2[N:44]2[CH2:49][CH2:48][O:47][CH2:46][CH2:45]2)=[O:36])[CH2:30][CH2:29]1.SC1NC2C=CC=CC=2N=1.[SH:67][C:68]1[O:69][C:70]2[C:76]([CH:77]([CH3:79])[CH3:78])=[CH:75][C:74]([Cl:80])=[C:73]([CH3:81])[C:71]=2[N:72]=1>>[Cl:80][C:74]1[CH:75]=[C:76]([CH:77]([CH3:78])[CH3:79])[C:70]2[O:69][C:68]([S:67][CH2:26][CH2:27][N:28]3[CH2:29][CH2:30][N:31]([CH2:34][C:35]([NH:37][C:38]4[C:39]([N:51]5[CH2:56][CH2:55][O:54][CH2:53][CH2:52]5)=[N:40][C:41]([CH3:50])=[CH:42][C:43]=4[N:44]4[CH2:45][CH2:46][O:47][CH2:48][CH2:49]4)=[O:36])[CH2:32][CH2:33]3)=[N:72][C:71]=2[C:73]=1[CH3:81]. Reported procedure: The reaction and treatments of Example 12 were repeated, except that 2-[4-(2-hydroxyethyl)piperazin-1-yl]-N-[2,4-bis(methylthio)-6-methylpyridin-3-yl]acetamide was replaced by 2-[4-(2-hydroxyethyl)piperazin-1-yl]-N-[2,4-bis(morpholino)-6-methylpyridin-3-yl]acetamide, and 2-mercaptobenzimidazole was replaced by 2-mercapto-5-chloro-7-isopropyl-4-methylbenzoxazole, to thereby yield the title compound as a colorless foamed substance. Solvent: CN(C=O)C (N,N-dimethylformamide). Procedure details: To a solution of 8-[2,6-dichloro-3-[N-(2-phthalimidoethyl)carbamoyl]benzyloxy]-2-methylquinoline (390 mg) in N,N-dimethylformamide (4 ml) was added sodium hydride (32.1 mg) under ice-cooling, and the mixture was stirred for 15 minutes at the same temperature. Methyl iodide (114 mg) was added thereto under ice-cooling, and the mixture was stirred for 15 minutes at the same temperature and for 2 hours at ambient temperature. To the mixture was added water, and the mixture was extracted with ethyl ... Isolated yield 89.9%. Yields the product ClC1=C(COC=2C=CC=C3C=CC(=NC23)C)C(=CC=C1C(N(CCN1C(C=2C(C1=O)=CC=CC2)=O)C)=O)Cl (8-[2,6-dichloro-3-[N-methyl-N-(2-phthalimidoethyl)carbamoyl]benzyloxy]-2-methylquinoline). Conditions: time 15 minute. As a reaction SMILES: [Cl:1][C:2]1[C:20]([C:21](=[O:36])[NH:22][CH2:23][CH2:24][N:25]2[C:29](=[O:30])[C:28]3=[CH:31][CH:32]=[CH:33][CH:34]=[C:27]3[C:26]2=[O:35])=[CH:19][CH:18]=[C:17]([Cl:37])[C:3]=1[CH2:4][O:5][C:6]1[CH:7]=[CH:8][CH:9]=[C:10]2[C:15]=1[N:14]=[C:13]([CH3:16])[CH:12]=[CH:11]2.[H-].[Na+].[CH3:40]I.O>CN(C)C=O>[Cl:1][C:2]1[C:20]([C:21](=[O:36])[N:22]([CH3:40])[CH2:23][CH2:24][N:25]2[C:26](=[O:35])[C:27]3=[CH:34][CH:33]=[CH:32][CH:31]=[C:28]3[C:29]2=[O:30])=[CH:19][CH:18]=[C:17]([Cl:37])[C:3]=1[CH2:4][O:5][C:6]1[CH:7]=[CH:8][CH:9]=[C:10]2[C:15]=1[N:14]=[C:13]([CH3:16])[CH:12]=[CH:11]2 |f:1.2|. Starting materials: ClC1=C(COC=2C=CC=C3C=CC(=NC23)C)C(=CC=C1C(NCCN1C(C=2C(C1=O)=CC=CC2)=O)=O)Cl (8-[2,6-dichloro-3-[N-(2-phthalimidoethyl)carbamoyl]benzyloxy]-2-methylquinoline), [H-].[Na+] (sodium hydride), O (water), CI (Methyl iodide). Starting materials: NC1=NC2=NC(=CC=C2C=C1)Cl (2-amino-7-chloro-1,8-naphthyridine), FC1=CC=C(C=C1)O (4-fluorophenol), [OH-].[K+] (potassium hydroxide). Conditions: temperature 115 celsius. Product: NC1=NC2=NC(=CC=C2C=C1)OC1=CC=C(C=C1)F (2-amino-7-(4-fluorophenoxy)-1,8-naphthyridine). Yield: 59.8%. RXN SMILES: [NH2:1][C:2]1[CH:11]=[CH:10][C:9]2[C:4](=[N:5][C:6](Cl)=[CH:7][CH:8]=2)[N:3]=1.[F:13][C:14]1[CH:19]=[CH:18][C:17]([OH:20])=[CH:16][CH:15]=1.[OH-].[K+]>>[NH2:1][C:2]1[CH:11]=[CH:10][C:9]2[C:4](=[N:5][C:6]([O:20][C:17]3[CH:18]=[CH:19][C:14]([F:13])=[CH:15][CH:16]=3)=[CH:7][CH:8]=2)[N:3]=1 |f:2.3|. Procedure: The procedure is similar to that described in Example 4, but starting with 2-amino-7-chloro-1,8-naphthyridine (17.9 g), 4-fluorophenol (44.8 g) and potassium hydroxide pellets (13.2 g; 85% purity). After 2 hours' heating at 115° C. and treatment as described above in Example 4, 2-amino-7-(4-fluorophenoxy)-1,8-naphthyridine (15.2 g) is produced, m.p. 210° C. Starting materials: C(C)C1=NC(=C(C(=N1)Cl)[N+](=O)[O-])Cl (2-ethyl-4,6-dichloro-5-nitro-pyrimidine), C(C)(C)N (isopropylamine). The product is C(C)C1=NC(=C(C(=N1)Cl)[N+](=O)[O-])NC(C)C (2-ethyl-6-isopropylamino-5-nitro-4-chloro-pyrimidine). Yield: 79.3%. As a reaction SMILES: [CH2:1]([C:3]1[N:8]=[C:7](Cl)[C:6]([N+:10]([O-:12])=[O:11])=[C:5]([Cl:13])[N:4]=1)[CH3:2].[CH:14]([NH2:17])([CH3:16])[CH3:15]>>[CH2:1]([C:3]1[N:4]=[C:5]([Cl:13])[C:6]([N+:10]([O-:12])=[O:11])=[C:7]([NH:17][CH:14]([CH3:16])[CH3:15])[N:8]=1)[CH3:2]. Reported procedure: 111 g (0.5 mole) of 2-ethyl-4,6-dichloro-5-nitro-pyrimidine are reacted with 59.1 g (1.0 mole) of isopropylamine. To yield 97 g of 2-ethyl-6-isopropylamino-5-nitro-4-chloro-pyrimidine of m.p. 51°-52° C. Reactants: FC1=C(OC2=C(C=C(C(C(=O)O)=C2)C(=O)O)[N+](=O)[O-])C=CC(=C1)F (5-(2,4-difluorophenoxy)-4-nitrophthalic acid). The solvent is O1CCCC1 (tetrahydrofuran), O1CCCC1 (tetrahydrofuran). Product: FC1=C(OC2=C(C=C3COC(=O)C3=C2)[N+](=O)[O-])C=CC(=C1)F (6-(2,4-difluorophenoxy)-5-nitrophthalide). The yield is 31.2%. RXN SMILES: [F:1][C:2]1[CH:23]=[C:22]([F:24])[CH:21]=[CH:20][C:3]=1[O:4][C:5]1[CH:13]=[C:9]([C:10]([OH:12])=O)[C:8]([C:14]([OH:16])=O)=[CH:7][C:6]=1[N+:17]([O-:19])=[O:18]>O1CCCC1>[F:1][C:2]1[CH:23]=[C:22]([F:24])[CH:21]=[CH:20][C:3]=1[O:4][C:5]1[CH:13]=[C:9]2[C:8]([CH2:14][O:16][C:10]2=[O:12])=[CH:7][C:6]=1[N+:17]([O-:19])=[O:18]. Procedure details: As described in Example 9(a), 4.6 g of 5-(2,4-difluorophenoxy)-4-nitrophthalic acid in 20 ml of absolute tetrahydrofuran is reduced with 100 ml of a 0.3-molar borane-tetrahydrofuran complex solution in tetrahydrofuran and worked up. Crystallization from ethanol yields 1.3 g of 6-(2,4-difluorophenoxy)-5-nitrophthalide, mp 164°-165.5° C. Starting materials: Cl.FC=1C=C(CN2N=CC(=C2)C2=CN(C3=NC=C(C=C32)C3=CC=C(C=C3)C3CCNCC3)S(=O)(=O)C3=CC=C(C)C=C3)C=CC1 (3-(1-(3-fluorobenzyl)-1H-pyrazol-4-yl)-5-(4-(piperidin-4-yl)phenyl)-1-tosyl-1H-pyrrolo[2,3-b]pyridine hydrochloride), FC1=C(C=CC(=C1)C=1C=C2C(=NC1)N(C=C2C2=NN(C=C2)CCC2=CC=CC=C2)S(=O)(=O)C2=CC=C(C)C=C2)C2CCN(CC2)C(=O)OC(C)(C)C (tert-butyl 4-(2-fluoro-4-(3-(1-phenethyl-1H-pyrazol-3-yl)-1-tosyl-1H-pyrrolo[2,3-b]pyridin-5-yl)phenyl)piperidine-1-carboxylate), [OH-].[Na+] (sodium hydroxide). Run in C1CCOC1.CO.O (THF methanol water). Product: FC1=C(C=CC(=C1)C=1C=C2C(=NC1)NC=C2C2=NN(C=C2)CCC2=CC=CC=C2)C2CCN(CC2)C(=O)OC(C)(C)C (tert-butyl 4-(2-fluoro-4-(3-(1-phenethyl-1H-pyrazol-3-yl)-1H-pyrrolo[2,3-b]pyridin-5-yl)phenyl)piperidine-1-carboxylate). Isolated yield 84.0%. Reaction SMILES: Cl.FC1C=C(C=CC=1)CN1C=C(C2C3C(=NC=C(C4C=CC(C5CCNCC5)=CC=4)C=3)N(S(C3C=CC(C)=CC=3)(=O)=O)C=2)C=N1.[F:46][C:47]1[CH:52]=[C:51]([C:53]2[CH:54]=[C:55]3[C:61]([C:62]4[CH:66]=[CH:65][N:64]([CH2:67][CH2:68][C:69]5[CH:74]=[CH:73][CH:72]=[CH:71][CH:70]=5)[N:63]=4)=[CH:60][N:59](S(C4C=CC(C)=CC=4)(=O)=O)[C:56]3=[N:57][CH:58]=2)[CH:50]=[CH:49][C:48]=1[CH:85]1[CH2:90][CH2:89][N:88]([C:91]([O:93][C:94]([CH3:97])([CH3:96])[CH3:95])=[O:92])[CH2:87][CH2:86]1.[OH-].[Na+]>C1COCC1.CO.O>[F:46][C:47]1[CH:52]=[C:51]([C:53]2[CH:54]=[C:55]3[C:61]([C:62]4[CH:66]=[CH:65][N:64]([CH2:67][CH2:68][C:69]5[CH:74]=[CH:73][CH:72]=[CH:71][CH:70]=5)[N:63]=4)=[CH:60][NH:59][C:56]3=[N:57][CH:58]=2)[CH:50]=[CH:49][C:48]=1[CH:85]1[CH2:90][CH2:89][N:88]([C:91]([O:93][C:94]([CH3:97])([CH3:96])[CH3:95])=[O:92])[CH2:87][CH2:86]1 |f:0.1,3.4,5.6.7|. Reported procedure: Using similar reaction conditions as described in step-iii of example-1, tert-butyl 4-(2-fluoro-4-(3-(1-phenethyl-1H-pyrazol-3-yl)-1-tosyl-1H-pyrrolo[2,3-b]pyridin-5-yl)phenyl)piperidine-1-carboxylate (102 mg, 0.141 mmol) was hydrolyzed by sodium hydroxide (57 mg, 1.418 mmol) in THF/methanol/water (12/4/4 ml) to yield 67 mg (84% yield) of the titled compound. MS: m/z=566.5 (M+1). Reactants: Clc1ccc(C2NSC=CC2c2cccc(Cl)c2)cc1, ClCCl. Product: Clc1ccc(C2NSCCC2c2cccc(Cl)c2)cc1. Reaction SMILES: [Cl:1][c:2]1[cH:3][c:4]([CH:8]2[CH:9]([c:14]3[cH:15][cH:16][c:17]([Cl:20])[cH:18][cH:19]3)[NH:10][S:11][CH:12]=[CH:13]2)[cH:5][cH:6][cH:7]1.[Cl:21][CH2:22][Cl:23]>>[Cl:1][c:2]1[cH:3][c:4]([CH:8]2[CH:9]([c:14]3[cH:15][cH:16][c:17]([Cl:20])[cH:18][cH:19]3)[NH:10][S:11][CH2:12][CH2:13]2)[cH:5][cH:6][cH:7]1. Reaction SMILES: [C:35](=[O:36])([O-:37])[O-:38].[Cl:42][C:43](=[O:44])[O:45][CH2:46][CH2:47][CH2:48][CH3:49].[Cl:50][CH2:51][Cl:52].[Na+:39].[Na+:40].[OH2:41].[s:1]1[cH:2][c:3](-[c:6]2[n:7]([CH2:11][c:12]3[cH:13][c:14](-[c:18]4[c:19]([S:27](=[O:28])(=[O:29])[NH:30][C:31]([CH3:32])([CH3:33])[CH3:34])[s:20][c:21]([CH2:23][CH:24]([CH3:25])[CH3:26])[cH:22]4)[cH:15][cH:16][cH:17]3)[cH:8][cH:9][n:10]2)[cH:4][cH:5]1>>[s:1]1[cH:2][c:3](-[c:6]2[n:7]([CH2:11][c:12]3[cH:13][c:14](-[c:18]4[c:19]([S:27](=[O:28])(=[O:29])[NH:30][C:43](=[O:44])[O:45][CH2:46][CH2:47][CH2:48][CH3:49])[s:20][c:21]([CH2:23][CH:24]([CH3:25])[CH3:26])[cH:22]4)[cH:15][cH:16][cH:17]3)[cH:8][cH:9][n:10]2)[cH:4][cH:5]1. Yields the product CCCCOC(=O)NS(=O)(=O)c1sc(CC(C)C)cc1-c1cccc(Cn2ccnc2-c2ccsc2)c1. The reactants are O=C([O-])[O-], CCCCOC(=O)Cl, ClCCl, [Na+], [Na+], O, CC(C)Cc1cc(-c2cccc(Cn3ccnc3-c3ccsc3)c2)c(S(=O)(=O)NC(C)(C)C)s1. Reactants: Cl.N1(CCOCC1)C(=O)C1(CCNCC1)C#N (4-(morpholin-4-ylcarbonyl)piperidine-4-carbonitrile hydrochloride), C(CC)S(=O)(=O)Cl (n-C3H7SO2Cl), [OH-].[Na+] (NaOH), resultant mixture. The solvent is CCN(C(C)C)C(C)C.C(Cl)Cl (DIEA DCM). Run at time 1 hour. The product is N1(CCOCC1)C(=O)C1(CCN(CC1)S(=O)(=O)CCC)C#N (4-(Morpholin-4-ylcarbonyl)-1-(propylsulfonyl)piperidine-4-carbonitrile). RXN SMILES: Cl.[N:2]1([C:8]([C:10]2([C:16]#[N:17])[CH2:15][CH2:14][NH:13][CH2:12][CH2:11]2)=[O:9])[CH2:7][CH2:6][O:5][CH2:4][CH2:3]1.[CH2:18]([S:21](Cl)(=[O:23])=[O:22])[CH2:19][CH3:20].[OH-].[Na+]>CCN(C(C)C)C(C)C.C(Cl)Cl>[N:2]1([C:8]([C:10]2([C:16]#[N:17])[CH2:15][CH2:14][N:13]([S:21]([CH2:18][CH2:19][CH3:20])(=[O:23])=[O:22])[CH2:12][CH2:11]2)=[O:9])[CH2:3][CH2:4][O:5][CH2:6][CH2:7]1 |f:0.1,3.4,5.6|. Reported procedure: To a solution of 4-(morpholin-4-ylcarbonyl)piperidine-4-carbonitrile hydrochloride (I-3) (10.40 g, 40 mmole) in DIEA-DCM (1:4, 200 mL) was added n-C3H7SO2Cl (6.28 g, 44 mmole) at 0° C. The resultant mixture was stirred for 1 h at 0° C. After this time, LCMS indicated that the reaction was complete. 2N NaOH (60 mL) was added to the reaction. The resultant reaction mixture was stirred for 1 h at rt. After this time, the DCM layer was separated. The aqueous solution was extracted with DCM (3×150 mL... Reactants: C1(=CC=CC=C1)CS(=O)(=O)Cl (phenylmethanesulfonyl chloride), NC1=C(C=C(C=C1)C1=CN(C=2N=CN=C(C21)N)C2CCCC2)OC (5-(4-Amino-3-methoxyphenyl)-7-cyclopentyl-7H-pyrrolo[2,3-d]pyrimidin-4-amine), C1(=CC=CC=C1)CS(=O)(=O)Cl (phenylmethanesulfonyl chloride), N1=CC=CC=C1 (Pyridine). Run in ClCCl (dichloromethane). Run at time 8 hour. Yields the product NC=1C2=C(N=CN1)N(C=C2C2=CC(=C(C=C2)NS(=O)(=O)CC2=CC=CC=C2)OC)C2CCCC2 (N-[4-(4-amino-7-cyclopentyl-7H-pyrrolo[2,3-d]pyrimidin-5-yl)-2-methoxyphenyl]phenylmethanesulfonamide). Isolated yield 22.7%. As a reaction SMILES: [NH2:1][C:2]1[CH:7]=[CH:6][C:5]([C:8]2[C:16]3[C:15]([NH2:17])=[N:14][CH:13]=[N:12][C:11]=3[N:10]([CH:18]3[CH2:22][CH2:21][CH2:20][CH2:19]3)[CH:9]=2)=[CH:4][C:3]=1[O:23][CH3:24].N1C=CC=CC=1.[C:31]1([CH2:37][S:38](Cl)(=[O:40])=[O:39])[CH:36]=[CH:35][CH:34]=[CH:33][CH:32]=1>ClCCl>[NH2:17][C:15]1[C:16]2[C:8]([C:5]3[CH:6]=[CH:7][C:2]([NH:1][S:38]([CH2:37][C:31]4[CH:36]=[CH:35][CH:34]=[CH:33][CH:32]=4)(=[O:40])=[O:39])=[C:3]([O:23][CH3:24])[CH:4]=3)=[CH:9][N:10]([CH:18]3[CH2:22][CH2:21][CH2:20][CH2:19]3)[C:11]=2[N:12]=[CH:13][N:14]=1. Procedure details: 5-(4-Amino-3-methoxyphenyl)-7-cyclopentyl-7H-pyrrolo[2,3-d]pyrimidin-4-amine (27 mg, 0.083 mmol) was dissolved in dichloromethane (0.8 mL). Pyridine (0.8 mL) was added followed by phenylmethanesulfonyl chloride (19 mg, 0.105 mmol). After stirring overnight, another 19 mg of phenylmethanesulfonyl chloride was added and the reaction mixture was stirred overnight. The solvent was removed and the residue was purified by preparative thin layer chromatogram eluted with dichlormethane/Methanol (95:5) t...